From a dataset of the Open Reaction Database (ORD), a public repository of structured organic reaction records. describe an organic reaction: reactants, conditions, products, and yield The reactants are N1C=C(C2=CC=CC=C12)C(C)=NO (1-(1H-indol-3-yl)ethanone oxime), C(C)(=O)O (acetic acid), [H][H] (hydrogen). Reagents/catalysts: [C].[Pd] (palladium-carbon). Solvent: C(C)O (ethanol). The product is N1C=C(C2=CC=CC=C12)C(C)N (1-(1H-indol-3-yl)ethylamine). Isolated yield 74.5%. RXN SMILES: [NH:1]1[C:9]2[C:4](=[CH:5][CH:6]=[CH:7][CH:8]=2)[C:3]([C:10](=[N:12]O)[CH3:11])=[CH:2]1.C(O)(=O)C.[H][H]>C(O)C.[C].[Pd]>[NH:1]1[C:9]2[C:4](=[CH:5][CH:6]=[CH:7][CH:8]=2)[C:3]([CH:10]([NH2:12])[CH3:11])=[CH:2]1 |f:4.5|. Procedure details: 10% palladium-carbon (water content: 50%, 12.2 mg) was added to a solution of 1-(1H-indol-3-yl)ethanone oxime (0.20 g) obtained as above and acetic acid (0.7 mL) in ethanol (7 mL) at room temperature. The reaction mixture was stirred in a hydrogen stream at room temperature for 10 hours, and then filtered on a celite. The filtrate was concentrated under reduced pressure. The residue was extracted with chloroform. The organic layer was washed sequentially with a 1 N aqueous solution of sodium hyd... Reactants: CC1CNC(=O)CCN1, O=C(O)C=Cc1ccc(Cl)c(Cl)c1. The product is CC1CNC(=O)CCN1C(=O)C=Cc1ccc(Cl)c(Cl)c1. As a reaction SMILES: [CH3:14][CH:15]1[NH:16][CH2:17][CH2:18][C:19](=[O:22])[NH:20][CH2:21]1.[Cl:1][c:2]1[cH:3][c:4]([CH:5]=[CH:6][C:7](=[O:8])[OH:9])[cH:10][cH:11][c:12]1[Cl:13]>>[Cl:1][c:2]1[cH:3][c:4]([CH:5]=[CH:6][C:7](=[O:9])[N:16]2[CH:15]([CH3:14])[CH2:21][NH:20][C:19](=[O:22])[CH2:18][CH2:17]2)[cH:10][cH:11][c:12]1[Cl:13].